Task: describe an organic reaction: reactants, conditions, products, and yield. Dataset: the Open Reaction Database (ORD), a public repository of structured organic reaction records The reactants are O=C([O-])[O-], COc1cccc(S)c1, COC(=O)c1cc(Br)c([N+](=O)[O-])s1, CN(C)C=O, [Cs+], [Cs+]. The product is COC(=O)c1cc(Sc2cccc(OC)c2)c([N+](=O)[O-])s1. RXN SMILES: [C:23](=[O:24])([O-:25])[O-:26].[CH3:14][O:15][c:16]1[cH:17][c:18]([SH:22])[cH:19][cH:20][cH:21]1.[CH3:1][O:2][C:3](=[O:4])[c:5]1[s:6][c:7]([N+:11](=[O:12])[O-:13])[c:8]([Br:10])[cH:9]1.[CH3:29][N:30]([CH3:31])[CH:32]=[O:33].[Cs+:27].[Cs+:28]>>[CH3:1][O:2][C:3](=[O:4])[c:5]1[s:6][c:7]([N+:11](=[O:12])[O-:13])[c:8]([S:22][c:18]2[cH:17][c:16]([O:15][CH3:14])[cH:21][cH:20][cH:19]2)[cH:9]1. The reactants are S1C(=CC=C1)COC=1C=C(C(=O)OCC)C=CC1 (ethyl 3-(thiophen-2-ylmethoxy)benzoate), C(C)#N (acetonitrile). Product: O=C(CC#N)C1=CC(=CC=C1)OCC=1SC=CC1 (3-oxo-3-(3-(thiophen-2-ylmethoxy)phenyl)propanenitrile). Reaction SMILES: [S:1]1[CH:5]=[CH:4][CH:3]=[C:2]1[CH2:6][O:7][C:8]1[CH:9]=[C:10]([CH:16]=[CH:17][CH:18]=1)[C:11]([O:13]CC)=O.[C:19](#[N:21])[CH3:20]>>[O:13]=[C:11]([C:10]1[CH:16]=[CH:17][CH:18]=[C:8]([O:7][CH2:6][C:2]2[S:1][CH:5]=[CH:4][CH:3]=2)[CH:9]=1)[CH2:20][C:19]#[N:21]. Procedure: Condensation between ethyl 3-(thiophen-2-ylmethoxy)benzoate and acetonitrile gave after flash column chromatography 3-oxo-3-(3-(thiophen-2-ylmethoxy)phenyl)propanenitrile as a pale yellow solid. Yield (2.60 g, 83%); 1H NMR (400 MHz, CDCl3): δ 7.52 (s, 1H), 7.48-7.41 (m, 2H), 3.73 (d, J=3.2 Hz, 2H), 7.27 (s, 1H), 7.15 (d, J=4.8 Hz, 1H), 5.13 (s, 2H), 4.05 (s, 2H); MS: m/z 258.0. The reactants are C(C)NC1CCCCC1 (N-ethylcyclohexylamine), CCN(C(C)C)C(C)C (DIEA), CC(C(=O)C=1OC2=C(C1CC(=O)O)C=C(C=C2)OC)(C)C ([2-(2,2-dimethylpropanoyl)-5-methoxy-1-benzofuran-3-yl]acetic acid), C=1C=CC2=C(C1)N=NN2O (HOBt). The solvent is CN(C)C=O (DMF), C(CCl)Cl (EDC). Run at temperature 40 celsius. Product: C1(CCCCC1)N(C(CC1=C(OC2=C1C=C(C=C2)OC)C(C(C)(C)C)=O)=O)CC (N-Cyclohexyl-2-[2-(2,2-dimethylpropanoyl)-5-methoxy-1-benzofuran-3-yl]-N-ethylacetamide). RXN SMILES: [CH3:1][C:2]([CH3:21])([CH3:20])[C:3]([C:5]1[O:6][C:7]2[CH:17]=[CH:16][C:15]([O:18][CH3:19])=[CH:14][C:8]=2[C:9]=1[CH2:10][C:11](O)=[O:12])=[O:4].C1C=CC2N(O)N=NC=2C=1.[CH2:32]([NH:34][CH:35]1[CH2:40][CH2:39][CH2:38][CH2:37][CH2:36]1)[CH3:33].CCN(C(C)C)C(C)C>CN(C=O)C.C(Cl)CCl>[CH:35]1([N:34]([CH2:32][CH3:33])[C:11](=[O:12])[CH2:10][C:9]2[C:8]3[CH:14]=[C:15]([O:18][CH3:19])[CH:16]=[CH:17][C:7]=3[O:6][C:5]=2[C:3](=[O:4])[C:2]([CH3:1])([CH3:20])[CH3:21])[CH2:40][CH2:39][CH2:38][CH2:37][CH2:36]1. Reported procedure: Dissolve a mixture of 17 mg [2-(2,2-dimethylpropanoyl)-5-methoxy-1-benzofuran-3-yl]acetic acid from the Step B Example 1 and 18.5 mg HOBt in 1 mL dry DMF. Add 13.2 μL N-ethylcyclohexylamine followed by 23.0 mg EDC and 35 μL DIEA. This solution was heated at 40° C. for 2 hours. It was purified directly on RP-HPLC using 65-100% MeCN gradient. The fractions containing pure product were pooled and lyophilized to give the title compound. LC-MS: 4.34 min. (m/Z=400.2, 422.1, 316.1). Starting materials: COC=1C=C2C=C(CC2=CC1OC)/C=C/C#N ((E)-3-(5,6-dimethoxy-1H-indene-2-yl)-2-propenenitrile), Cl.ONC(\C=C\C=1CC2=CC(=C(C=C2C1)OC)OC)=N ((E)-N-hydroxy-3-(5,6-dimethoxy-1H-indene-2-yl)-prop-2-ene-imidamide hydrochloride). The product is Cl.ONC(C=CC=1CC2=CC(=C(C=C2C1)OC)OC)=N (N-hydroxy-3-(5,6-dimethoxy-1H-indene-2-yl)-prop-2-ene-imidamide hydrochloride). RXN SMILES: COC1C=C2C(=CC=1OC)CC(/C=C/C#N)=C2.[ClH:18].[OH:19][NH:20][C:21](=[NH:37])/[CH:22]=[CH:23]/[C:24]1[CH2:25][C:26]2[C:31]([CH:32]=1)=[CH:30][C:29]([O:33][CH3:34])=[C:28]([O:35][CH3:36])[CH:27]=2>>[ClH:18].[OH:19][NH:20][C:21](=[NH:37])[CH:22]=[CH:23][C:24]1[CH2:25][C:26]2[C:31]([CH:32]=1)=[CH:30][C:29]([O:33][CH3:34])=[C:28]([O:35][CH3:36])[CH:27]=2 |f:1.2,3.4|. Reported procedure: Using the procedure described in Example 1 (E)-3-(5,6-dimethoxy-1H-indene-2-yl)-2-propenenitrile was converted into (E)-N-hydroxy-3-(5,6-dimethoxy-1H-indene-2-yl)-prop-2-ene-imidamide hydrochloride, m.p. 170° C. (dec.). The reactants are Brc1cncc(Br)c1, C1COCCN1, C1COCCO1, CC(C)(C)[O-], [Na+], c1ccc(P(c2ccccc2)(c2ccccc2)[Pd](P(c2ccccc2)(c2ccccc2)c2ccccc2)(P(c2ccccc2)(c2ccccc2)c2ccccc2)P(c2ccccc2)(c2ccccc2)c2ccccc2)cc1. The product is Brc1cncc(N2CCOCC2)c1. RXN SMILES: [Br:1][c:2]1[cH:3][n:4][cH:5][c:6]([Br:7])[cH:8]1.[CH2:15]1[CH2:16][O:17][CH2:18][CH2:19][NH:20]1.[CH2:9]1[O:10][CH2:11][CH2:12][O:13][CH2:14]1.[CH3:21][C:22]([CH3:23])([O-:24])[CH3:25].[Na+:26].[cH:27]1[cH:28][cH:29][c:30]([P:31]([Pd:32]([P:33]([c:34]2[cH:35][cH:36][cH:37][cH:38][cH:39]2)([c:40]2[cH:41][cH:42][cH:43][cH:44][cH:45]2)[c:46]2[cH:47][cH:48][cH:49][cH:50][cH:51]2)([P:52]([c:53]2[cH:54][cH:55][cH:56][cH:57][cH:58]2)([c:59]2[cH:60][cH:61][cH:62][cH:63][cH:64]2)[c:65]2[cH:66][cH:67][cH:68][cH:69][cH:70]2)[P:71]([c:72]2[cH:73][cH:74][cH:75][cH:76][cH:77]2)([c:78]2[cH:79][cH:80][cH:81][cH:82][cH:83]2)[c:84]2[cH:85][cH:86][cH:87][cH:88][cH:89]2)([c:90]2[cH:91][cH:92][cH:93][cH:94][cH:95]2)[c:96]2[cH:97][cH:98][cH:99][cH:100][cH:101]2)[cH:102][cH:103]1>>[c:2]1([N:20]2[CH2:15][CH2:16][O:17][CH2:18][CH2:19]2)[cH:3][n:4][cH:5][c:6]([Br:7])[cH:8]1. The reactants are Cc1ccccc1, COCC1CCCN1N, Cc1ccc(S(=O)(=O)O)cc1, O=C1CCCCC1c1cnc2ccccc2c1. Product: COCC1CCCN1N=C1CCCCC1c1cnc2ccccc2c1. RXN SMILES: [CH3:38][c:39]1[cH:40][cH:41][cH:42][cH:43][cH:44]1.[NH2:18][N:19]1[CH:20]([CH2:24][O:25][CH3:26])[CH2:21][CH2:22][CH2:23]1.[c:27]1([CH3:28])[cH:29][cH:30][c:31]([S:32]([OH:33])(=[O:34])=[O:35])[cH:36][cH:37]1.[n:1]1[cH:2][c:3]([CH:11]2[C:12](=[O:17])[CH2:13][CH2:14][CH2:15][CH2:16]2)[cH:4][c:5]2[cH:6][cH:7][cH:8][cH:9][c:10]12>>[n:1]1[cH:2][c:3]([CH:11]2[C:12](=[N:18][N:19]3[CH:20]([CH2:24][O:25][CH3:26])[CH2:21][CH2:22][CH2:23]3)[CH2:13][CH2:14][CH2:15][CH2:16]2)[cH:4][c:5]2[cH:6][cH:7][cH:8][cH:9][c:10]12. Starting materials: [Br-], CC[Mg+], CC(C)Oc1c(C=O)cc2c(c1Cl)OC(C)(C)C=C2C(C)C. Yields the product CCC(O)c1cc2c(c(Cl)c1OC(C)C)OC(C)(C)C=C2C(C)C. As a reaction SMILES: [Br-:23].[CH2:24]([CH3:25])[Mg+:26].[Cl:1][c:2]1[c:3]([O:19][CH:20]([CH3:21])[CH3:22])[c:4]([CH:17]=[O:18])[cH:5][c:6]2[c:11]1[O:10][C:9]([CH3:12])([CH3:13])[CH:8]=[C:7]2[CH:14]([CH3:15])[CH3:16]>>[Cl:1][c:2]1[c:3]([O:19][CH:20]([CH3:21])[CH3:22])[c:4]([CH:17]([OH:18])[CH2:24][CH3:25])[cH:5][c:6]2[c:11]1[O:10][C:9]([CH3:12])([CH3:13])[CH:8]=[C:7]2[CH:14]([CH3:15])[CH3:16]. Reactants: COc1ccc(CN2C(=O)OC(CO)(C(F)(F)F)c3cc(Br)ccc32)cc1, O=C([O-])O, Cc1cccc(C)n1, CCOC(C)=O, ClC(Cl)Cl, O=S(=O)(OS(=O)(=O)C(F)(F)F)C(F)(F)F, [N-]=[N+]=[N-], [Na+], [Na+], O. The product is COc1ccc(CN2C(=O)OC(CN=[N+]=[N-])(C(F)(F)F)c3cc(Br)ccc32)cc1. As a reaction SMILES: [Br:1][c:2]1[cH:3][cH:4][c:5]2[c:6]([cH:27]1)[C:7]([C:21]([F:22])([F:23])[F:24])([CH2:25][OH:26])[O:8][C:9](=[O:20])[N:10]2[CH2:11][c:12]1[cH:13][cH:14][c:15]([O:18][CH3:19])[cH:16][cH:17]1.[C:51](=[O:52])([O-:53])[OH:54].[CH3:28][c:29]1[n:30][c:31]([CH3:32])[cH:33][cH:34][cH:35]1.[CH3:64][CH2:65][O:66][C:67](=[O:68])[CH3:69].[CH:60]([Cl:61])([Cl:62])[Cl:63].[F:36][C:37]([S:38]([O:39][S:40]([C:41]([F:42])([F:43])[F:44])(=[O:45])=[O:46])(=[O:47])=[O:48])([F:49])[F:50].[N-:57]=[N+:58]=[N-:59].[Na+:55].[Na+:56].[OH2:70]>>[Br:1][c:2]1[cH:3][cH:4][c:5]2[c:6]([cH:27]1)[C:7]([C:21]([F:22])([F:23])[F:24])([CH2:25][N:57]=[N+:58]=[N-:59])[O:8][C:9](=[O:20])[N:10]2[CH2:11][c:12]1[cH:13][cH:14][c:15]([O:18][CH3:19])[cH:16][cH:17]1. Starting materials: Cc1ccccc1, OC(c1ccccc1Cl)c1c(F)cc(F)nc1F, O=[Mn]=O. The product is O=C(c1ccccc1Cl)c1c(F)cc(F)nc1F. Reaction SMILES: [CH3:19][c:20]1[cH:21][cH:22][cH:23][cH:24][cH:25]1.[Cl:1][c:2]1[c:3]([CH:8]([OH:9])[c:10]2[c:11]([F:18])[n:12][c:13]([F:17])[cH:14][c:15]2[F:16])[cH:4][cH:5][cH:6][cH:7]1.[O:26]=[Mn:27]=[O:28]>>[Cl:1][c:2]1[c:3]([C:8](=[O:9])[c:10]2[c:11]([F:18])[n:12][c:13]([F:17])[cH:14][c:15]2[F:16])[cH:4][cH:5][cH:6][cH:7]1. Reactants: NC1=C(OC2=C(N(C3=CC=CC=C23)C)C(=O)O)C=CC=C1 (3-[o-aminophenoxy]-1-methyl-indole-2-carboxylic acid), CCOC1C=CC2=CC=CC=C2N1C(=O)OCC (EEDQ). The solvent is C(C)#N (acetonitrile). The product is CN1C(C2=C(OC3=C1C=CC=C3)C3=CC=CC=C3N2)=O (7-METHYL-7H-INDOLO[ 3,2-b][1,5]BENZOXAZEPINE-6(5H)-ONE). RXN SMILES: [NH2:1][C:2]1[CH:21]=[CH:20][CH:19]=[CH:18][C:3]=1[O:4][C:5]1[C:13]2[C:8](=[CH:9][CH:10]=[CH:11][CH:12]=2)[N:7](C)[C:6]=1[C:15](O)=[O:16].[CH3:22]COC1N(C(OCC)=O)C2C(=CC=CC=2)C=C1>C(#N)C>[CH3:22][N:1]1[C:2]2[CH:21]=[CH:20][CH:19]=[CH:18][C:3]=2[O:4][C:5]2[C:13]3[C:8]([NH:7][C:6]=2[C:15]1=[O:16])=[CH:9][CH:10]=[CH:11][CH:12]=3. Reported procedure: In the same way as described in example 4, 3-[o-aminophenoxy]-1-methyl-indole-2-carboxylic acid was cyclized with EEDQ. Analytical material was obtained by recrystallization from acetonitrile, mp. 247°-8°.